From a dataset of the Open Reaction Database (ORD), a public repository of structured organic reaction records. describe an organic reaction: reactants, conditions, products, and yield The reactants are FC1=NC=CC=C1C1CC(N(CC1)C)=O (4-(2-fluoropyridin-3-yl)-1-methylpiperidin-2-one), N1C(=NC2=C1C=CC=C2)C(=O)C2=CC=C(C=C2)O ((1H-benzo[d]imidazol-2-yl)(4-hydroxyphenyl)methanone). The product is N1C(=NC2=C1C=CC=C2)C(=O)C2=CC=C(OC1=NC=CC=C1C1CC(N(CC1)C)=O)C=C2 (4-(2-(4-(1H-benzo[d]imidazole-2-carbonyl)phenoxy)pyridin-3-yl)-1-methylpiperidin-2-one). Reaction SMILES: F[C:2]1[C:7]([CH:8]2[CH2:13][CH2:12][N:11]([CH3:14])[C:10](=[O:15])[CH2:9]2)=[CH:6][CH:5]=[CH:4][N:3]=1.[NH:16]1[C:20]2[CH:21]=[CH:22][CH:23]=[CH:24][C:19]=2[N:18]=[C:17]1[C:25]([C:27]1[CH:32]=[CH:31][C:30]([OH:33])=[CH:29][CH:28]=1)=[O:26]>>[NH:16]1[C:20]2[CH:21]=[CH:22][CH:23]=[CH:24][C:19]=2[N:18]=[C:17]1[C:25]([C:27]1[CH:32]=[CH:31][C:30]([O:33][C:2]2[C:7]([CH:8]3[CH2:13][CH2:12][N:11]([CH3:14])[C:10](=[O:15])[CH2:9]3)=[CH:6][CH:5]=[CH:4][N:3]=2)=[CH:29][CH:28]=1)=[O:26]. Reported procedure: The title compound was prepared from 4-(2-fluoropyridin-3-yl)-1-methylpiperidin-2-one (Step 3, Example 1) and (1H-benzo[d]imidazol-2-yl)(4-hydroxyphenyl)methanone by following the procedure described in Step 4 of Example 1. MS (ESI, pos. ion) m/z: 427.1 (M+1). IC50 (uM) +++++. The reactants are O (Water), C(C#CC)O (2-butyn-1-ol), [H-].[Na+] (sodiumhydride), ClC=1C(=NSN1)C=1C=NC=CC1 (3-(4-chloro-1,2,5-thiadiazol-3-yl)pyridine). Run in O1CCCC1 (tetrahydrofuran), O1CCCC1 (tetrahydrofuran). Conditions: time 2 hour. Yields the product C(C#CC)OC=1C(=NSN1)C=1C=NC=CC1 (3-(4-(2-butynyloxy)-1,2,5-thiadiazol-3-yl)pyridine). Reaction SMILES: [CH2:1]([OH:5])[C:2]#[C:3][CH3:4].[H-].[Na+].Cl[C:9]1[C:10]([C:14]2[CH:15]=[N:16][CH:17]=[CH:18][CH:19]=2)=[N:11][S:12][N:13]=1.O>O1CCCC1>[CH2:1]([O:5][C:9]1[C:10]([C:14]2[CH:15]=[N:16][CH:17]=[CH:18][CH:19]=2)=[N:11][S:12][N:13]=1)[C:2]#[C:3][CH3:4] |f:1.2|. Procedure: To a solution of 2-butyn-1-ol (530 mg, 7.5 mmol) and sodiumhydride (180 mg, 7.5 mmol) in dry tetrahydrofuran was added a solution of 3-(4-chloro-1,2,5-thiadiazol-3-yl)pyridine (490 mg, 2.5 mmol) in dry tetrahydrofuran. The reaction mixture was stirred at room temperature for 2 h. Water was added and the mixture was extracted with ether. The ether phase was dried and evaporated to give the title compound. Reactants: CN(S(=O)(=O)C1=CC(=C(C=C1)Br)C)C (N,N-dimethyl-4-bromo-3-methylbenzenesulfonamide), bis-(pinacolato)-diboron, C(C)(=O)[O-].[K+] (potassium acetate), COC1=CC(=NC=C1)CCC1=NC=2C(=NC=C(C2)I)N1 (2-[2-(4-methoxypyridin-2-yl)ethyl]-6iodo-3H-imidazo[4,5-b]pyridine), COC1=CC(=NC=C1)CCC1=NC=2C(=NC=C(C2)I)N1 (2-[2-(4-methoxypyridin-2-yl)ethyl]-6iodo-3H-imidazo[4,5-b]pyridine), C([O-])([O-])=O.[K+].[K+] (potassium carbonate), [Cl-].[Li+] (lithium chloride). The reagents and catalysts are C1(=CC=CC=C1)P([C-]1C=CC=C1)C1=CC=CC=C1.[C-]1(C=CC=C1)P(C1=CC=CC=C1)C1=CC=CC=C1.[Fe+2] (1,1′-bis(diphenylphosphino)-ferrocene), C1=CC=C(C=C1)P([C-]2C=CC=C2)C3=CC=CC=C3.C1=CC=C(C=C1)P([C-]2C=CC=C2)C3=CC=CC=C3.Cl[Pd]Cl.[Fe+2] ([1,1′-bis(diphenylphosphino)-ferrocene]palladium-dichloride), [Pd].C1(=CC=CC=C1)P(C1=CC=CC=C1)C1=CC=CC=C1.C1(=CC=CC=C1)P(C1=CC=CC=C1)C1=CC=CC=C1.C1(=CC=CC=C1)P(C1=CC=CC=C1)C1=CC=CC=C1.C1(=CC=CC=C1)P(C1=CC=CC=C1)C1=CC=CC=C1 (tetrakis(triphenylphosphine)-palladium(0)). The solvent is O (water), O1CCOCC1 (dioxane), O (water), O1CCOCC1 (dioxane). Run at temperature 90 celsius. Yields the product COC1=CC(=NC=C1)CCC1=NC=2C(=NC=C(C2)C2=C(C=C(C=C2)S(=O)(=O)N(C)C)CC)N1 (4-{2-[2-(4-Methoxypyridin-2-yl)ethyl]-3H-imidazo[4,5-b]pyridin-6-yl}-N,N-dimethyl-3-ethyl-benzenesulfonamide). Yield: 41.8%. RXN SMILES: [CH3:1][N:2]([CH3:14])[S:3]([C:6]1[CH:11]=[CH:10][C:9](Br)=[C:8]([CH3:13])[CH:7]=1)(=[O:5])=[O:4].[C:15]([O-])(=O)C.[K+].[CH3:20][O:21][C:22]1[CH:27]=[CH:26][N:25]=[C:24]([CH2:28][CH2:29][C:30]2[NH:39][C:33]3=[N:34][CH:35]=[C:36](I)[CH:37]=[C:32]3[N:31]=2)[CH:23]=1.C(=O)([O-])[O-].[K+].[K+].[Cl-].[Li+]>O1CCOCC1.O.C1(P(C2C=CC=CC=2)[C-]2C=CC=C2)C=CC=CC=1.[C-]1(P(C2C=CC=CC=2)C2C=CC=CC=2)C=CC=C1.[Fe+2].C1C=CC(P(C2C=CC=CC=2)[C-]2C=CC=C2)=CC=1.C1C=CC(P(C2C=CC=CC=2)[C-]2C=CC=C2)=CC=1.Cl[Pd]Cl.[Fe+2].[Pd].C1(P(C2C=CC=CC=2)C2C=CC=CC=2)C=CC=CC=1.C1(P(C2C=CC=CC=2)C2C=CC=CC=2)C=CC=CC=1.C1(P(C2C=CC=CC=2)C2C=CC=CC=2)C=CC=CC=1.C1(P(C2C=CC=CC=2)C2C=CC=CC=2)C=CC=CC=1>[CH3:20][O:21][C:22]1[CH:27]=[CH:26][N:25]=[C:24]([CH2:28][CH2:29][C:30]2[NH:39][C:33]3=[N:34][CH:35]=[C:36]([C:9]4[CH:10]=[CH:11][C:6]([S:3]([N:2]([CH3:14])[CH3:1])(=[O:5])=[O:4])=[CH:7][C:8]=4[CH2:13][CH3:15])[CH:37]=[C:32]3[N:31]=2)[CH:23]=1 |f:1.2,4.5.6,7.8,11.12.13,14.15.16.17,18.19.20.21.22|. Procedure details: A mixture of 0.417 g of N,N-dimethyl-4-bromo-3-methylbenzenesulfonamide, 0.42 g of bis-(pinacolato)-diboron, 0.025 g of 1,1′-bis(diphenylphosphino)-ferrocene, 0.033 g of [1,1′-bis(diphenylphosphino)-ferrocene]palladium-dichloride (complex with CH2Cl2), 0.442 g of potassium acetate in 6 ml of degassed dioxane are heated to 90° C. in a sealed tube under N2 for 6 hours. To the resulting mixture 5 ml of degassed dioxane, 0.371 g of 2-[2-(4-methoxypyridin-2-yl)ethyl]-6-iodo-3H-imidazo[4,5-b]pyridine ...